From a dataset of the Open Reaction Database (ORD), a public repository of structured organic reaction records. describe an organic reaction: reactants, conditions, products, and yield Starting materials: [Na] (sodium), ClC1=C(C(=O)O)C=C(C=C1)Cl (2,5-dichlorobenzoic acid), COC1=C(C=CC=C1)O (2-methoxyphenol), C[O-].[Na+] (sodium methoxide). The reagents and catalysts are [Cu] (copper bronze). Run in CO (methanol), CO (methanol). Yields the product ClC=1C=CC(=C(C(=O)O)C1)OC1=C(C=CC=C1)OC (5-chloro-2-(2'-methoxyphenoxy)benzoic acid). Reaction SMILES: Cl[C:2]1[CH:10]=[CH:9][C:8]([Cl:11])=[CH:7][C:3]=1[C:4]([OH:6])=[O:5].[CH3:12][O:13][C:14]1[CH:19]=[CH:18][CH:17]=[CH:16][C:15]=1[OH:20].C[O-].[Na+].[Na]>CO.[Cu]>[Cl:11][C:8]1[CH:9]=[CH:10][C:2]([O:20][C:15]2[CH:16]=[CH:17][CH:18]=[CH:19][C:14]=2[O:13][CH3:12])=[C:3]([CH:7]=1)[C:4]([OH:6])=[O:5] |f:2.3,^1:23|. Procedure: A mixture of 2,5-dichlorobenzoic acid (9.5 g.), 2-methoxyphenol (7.4 g.) and copper bronze (1.0 g.) is added to a solution of sodium methoxide in methanol prepared from sodium (2.53 g.) and methanol (50 ml.). The excess methanol is evaporated and 1,2-dichlorobenzene (50 ml.) is added to the residue. The mixture is stirred and heated under reflux for 2.5 hours. The mixture is cooled, acidified with 3N hydrochloric acid, filtered to remove copper bronze and extracted with chloroform. The organic l... The reactants are [OH-].[Na+] (sodium hydroxide), C(C)(C)OC(C(C1=CC=CC=C1)=O)C1=CC=CC=C1 (benzoin isopropyl ether), C(C)OC(C=C)=O (acrylic acid ethyl ester). Run in CS(=O)C (DMSO). Reaction conditions: time 2 hour. Product: C(=O)(OCC)CCC(C(C1=CC=CC=C1)=O)(O)C1=CC=CC=C1.C(C)(C)OC(C)C (α-(2-Carbethoxy-ethyl)-benzoin i-propyl ether). RXN SMILES: [OH-].[Na+].[CH:3]([O:6][CH:7]([C:16]1[CH:21]=[CH:20][CH:19]=[CH:18][CH:17]=1)[C:8](=[O:15])[C:9]1[CH:14]=[CH:13][CH:12]=[CH:11][CH:10]=1)([CH3:5])[CH3:4].[CH2:22]([O:24][C:25](=[O:28])[CH:26]=[CH2:27])[CH3:23]>CS(C)=O>[C:25]([CH2:26][CH2:27][C:7]([C:16]1[CH:17]=[CH:18][CH:19]=[CH:20][CH:21]=1)([OH:6])[C:8](=[O:15])[C:9]1[CH:10]=[CH:11][CH:12]=[CH:13][CH:14]=1)([O:24][CH2:22][CH3:23])=[O:28].[CH:3]([O:6][CH:7]([CH3:16])[CH3:8])([CH3:5])[CH3:4] |f:0.1,5.6|. Procedure: 1 ml of an aqueous 4N sodium hydroxide solution is added to a solution of 25.4 g (0.1 mol) benzoin isopropyl ether in 100 ml DMSO. The blue-green solution is mixed dropwise at 20°C with acrylic acid ethyl ester until the colour turns yellow (0.104 mol). After stirring for 2 hours, the product is worked up. The crystalline crude product is recrystallised from petroleum ether; melting point 52°-53°C. 86% of theory. Reactants: CC1OC1(Cn1cncn1)c1ccc(F)cc1F, O=c1[nH]ncn1-c1ccc(-n2ccnc2)cc1. The product is CC(n1ncn(-c2ccc(-n3ccnc3)cc2)c1=O)C(O)(Cn1cncn1)c1ccc(F)cc1F. Reaction SMILES: [F:1][c:2]1[c:3]([C:9]2([CH2:13][n:14]3[n:15][cH:16][n:17][cH:18]3)[O:10][CH:11]2[CH3:12])[cH:4][cH:5][c:6]([F:8])[cH:7]1.[n:19]1(-[c:24]2[cH:25][cH:26][c:27](-[n:30]3[c:31](=[O:35])[nH:32][n:33][cH:34]3)[cH:28][cH:29]2)[cH:20][n:21][cH:22][cH:23]1>>[F:1][c:2]1[c:3]([C:9]([OH:10])([CH:11]([CH3:12])[n:32]2[c:31](=[O:35])[n:30](-[c:27]3[cH:26][cH:25][c:24](-[n:19]4[cH:20][n:21][cH:22][cH:23]4)[cH:29][cH:28]3)[cH:34][n:33]2)[CH2:13][n:14]2[n:15][cH:16][n:17][cH:18]2)[cH:4][cH:5][c:6]([F:8])[cH:7]1. Reactants: C(C)(C)(C)OC(=O)N1CCC(CC1)N1C(N(C2=C1C=CC(=C2)F)CC(F)(F)F)=O (1-tert-butoxycarbonyl-4-(5-fluoro-3-(2,2,2-tri-fluoroethyl)-2-oxo-1-benzimidazolinyl)piperidine), FC(C(=O)O)(F)F (trifluoroacetic acid). Run in C(Cl)(Cl)Cl (chloroform). Reaction conditions: time 9 hour. The product is FC1=CC2=C(N(C(N2CC(F)(F)F)=O)C2CCNCC2)C=C1 (4-(5-fluoro-3-(2,2,2-trifluoroethyl)-2-oxo-1-benzimidazolinyl)piperidine). As a reaction SMILES: C(OC([N:8]1[CH2:13][CH2:12][CH:11]([N:14]2[C:18]3[CH:19]=[CH:20][C:21]([F:23])=[CH:22][C:17]=3[N:16]([CH2:24][C:25]([F:28])([F:27])[F:26])[C:15]2=[O:29])[CH2:10][CH2:9]1)=O)(C)(C)C.FC(F)(F)C(O)=O>C(Cl)(Cl)Cl>[F:23][C:21]1[CH:20]=[CH:19][C:18]2[N:14]([CH:11]3[CH2:12][CH2:13][NH:8][CH2:9][CH2:10]3)[C:15](=[O:29])[N:16]([CH2:24][C:25]([F:27])([F:28])[F:26])[C:17]=2[CH:22]=1. Procedure: A solution of 1-tert-butoxycarbonyl-4-(5-fluoro-3-(2,2,2-tri-fluoroethyl)-2-oxo-1-benzimidazolinyl)piperidine (4.17 g, 10 mmol.) in chloroform (50 mL) containing trifluoroacetic acid (5.5 mL) was stirred at room temp. under an inert atmosphere for 6-12 hours until reaction was complete. The solvent and excess TFA were removed and the residue redissolved in chloroform. This solution was washed with Na2CO3 /NaOH solution. The organic layer was dried (Na2SO4), filtered through a pad of charcoal, an...